describe an organic reaction: reactants, conditions, products, and yield From a dataset of the Open Reaction Database (ORD), a public repository of structured organic reaction records. The reactants are O=C([O-])[O-], O=C(OCCOCCOCCl)c1ccccc1, CN(C)C=O, [K+], [K+], Nc1nc(Cl)c2[nH]cnc2n1, O. The product is Nc1nc(Cl)c2ncn(COCCOCCOC(=O)c3ccccc3)c2n1. RXN SMILES: [C:12](=[O:13])([O-:14])[O-:15].[C:18]([c:19]1[cH:20][cH:21][cH:22][cH:23][cH:24]1)(=[O:25])[O:26][CH2:27][CH2:28][O:29][CH2:30][CH2:31][O:32][CH2:33][Cl:34].[CH3:36][N:37]([CH3:38])[CH:39]=[O:40].[K+:16].[K+:17].[NH2:1][c:2]1[n:3][c:4]([Cl:11])[c:5]2[nH:6][cH:7][n:8][c:9]2[n:10]1.[OH2:35]>>[NH2:1][c:2]1[n:3][c:4]([Cl:11])[c:5]2[n:6][cH:7][n:8]([CH2:33][O:32][CH2:31][CH2:30][O:29][CH2:28][CH2:27][O:26][C:18]([c:19]3[cH:20][cH:21][cH:22][cH:23][cH:24]3)=[O:25])[c:9]2[n:10]1. Starting materials: ClCCl, CCN(C(C)C)C(C)C, CS(=O)(=O)c1ccc(C(=NOC2CCCC2)C(=O)O)cc1Cl, Nc1ccn(Cc2cccnc2)n1. The product is CS(=O)(=O)c1ccc(C(=NOC2CCCC2)C(=O)Nc2ccn(Cc3cccnc3)n2)cc1Cl. RXN SMILES: [CH2:45]([Cl:46])[Cl:47].[CH:36]([N:37]([CH2:38][CH3:39])[CH:40]([CH3:41])[CH3:42])([CH3:43])[CH3:44].[Cl:1][c:2]1[cH:3][c:4]([C:12]([C:13](=[O:14])[OH:15])=[N:16][O:17][CH:18]2[CH2:19][CH2:20][CH2:21][CH2:22]2)[cH:5][cH:6][c:7]1[S:8](=[O:9])(=[O:10])[CH3:11].[n:23]1[cH:24][c:25]([CH2:29][n:30]2[n:31][c:32]([NH2:35])[cH:33][cH:34]2)[cH:26][cH:27][cH:28]1>>[Cl:1][c:2]1[cH:3][c:4]([C:12]([C:13](=[O:15])[NH:35][c:32]2[n:31][n:30]([CH2:29][c:25]3[cH:24][n:23][cH:28][cH:27][cH:26]3)[cH:34][cH:33]2)=[N:16][O:17][CH:18]2[CH2:19][CH2:20][CH2:21][CH2:22]2)[cH:5][cH:6][c:7]1[S:8](=[O:9])(=[O:10])[CH3:11]. Reactants: CC(=O)OCC(=O)C1C(C)CC2C3CC(Cl)C4=CC(=O)CCC4(C)C3C(O)CC21C, N#CC1=C(C#N)C(=O)C(Cl)=C(Cl)C1=O, C1COCCO1. Reaction SMILES: [C:1]([CH3:2])(=[O:3])[O:4][CH2:5][C:6]([CH:7]1[CH:8]([CH3:29])[CH2:9][CH:10]2[CH:11]3[CH2:12][CH:13]([Cl:28])[C:14]4=[CH:15][C:16](=[O:27])[CH2:17][CH2:18][C:19]4([CH3:20])[CH:21]3[CH:22]([OH:26])[CH2:23][C:24]12[CH3:25])=[O:30].[Cl:31][C:32]1=[C:43]([Cl:44])[C:41](=[O:42])[C:38]([C:39]#[N:40])=[C:35]([C:36]#[N:37])[C:33]1=[O:34].[O:45]1[CH2:46][CH2:47][O:48][CH2:49][CH2:50]1>>[C:1]([CH3:2])(=[O:3])[O:4][CH2:5][C:6]([CH:7]1[CH:8]([CH3:29])[CH2:9][CH:10]2[CH:11]3[CH2:12][CH:13]([Cl:28])[C:14]4=[CH:15][C:16](=[O:27])[CH:17]=[CH:18][C:19]4([CH3:20])[CH:21]3[CH:22]([OH:26])[CH2:23][C:24]12[CH3:25])=[O:30]. Product: CC(=O)OCC(=O)C1C(C)CC2C3CC(Cl)C4=CC(=O)C=CC4(C)C3C(O)CC21C. RXN SMILES: Br[CH2:2][C:3]([C:5]1[CH:10]=[CH:9][C:8]([N+:11]([O-:13])=[O:12])=[CH:7][CH:6]=1)=[O:4].C(Cl)Cl.[CH2:17]([NH:19][CH2:20][CH2:21]O)[CH3:18].C(N(CC)C(C)C)(C)C.C([SiH](CC)CC)C.FC(F)(F)C(O)=O>>[CH2:17]([N:19]1[CH2:20][CH2:21][O:4][CH:3]([C:5]2[CH:10]=[CH:9][C:8]([N+:11]([O-:13])=[O:12])=[CH:7][CH:6]=2)[CH2:2]1)[CH3:18]. Reactants: BrCC(=O)C1=CC=C(C=C1)[N+](=O)[O-] (2-Bromo-1-(4-nitro-phenyl)-ethanone), C(Cl)Cl (Methylene chloride), C(C)NCCO (2-Ethylamino-ethanol), C(C)(C)N(C(C)C)CC (N,N-Diisopropylethylamine), FC(C(=O)O)(F)F (Trifluoroacetic Acid), C(C)[SiH](CC)CC (Triethylsilane). Yields the product C(C)N1CC(OCC1)C1=CC=C(C=C1)[N+](=O)[O-] ((+/−)-4-Ethyl-2-(4-nitro-phenyl)-morpholine), solid. Procedure: Combined 2-Bromo-1-(4-nitro-phenyl)-ethanone (5.0 g, 0.020 mol) with Methylene chloride (100 mL, 2 mol) and treated with 2-Ethylamino-ethanol (2.0 mL, 0.020 mol) and N,N-Diisopropylethylamine (3.6 mL, 0.021 mol), stirred at rt, 3 h. Treated the mixture with Triethylsilane (10.33 mL, 0.06468 mol) and then Trifluoroacetic Acid (52.5 mL, 0.681 mol) and heated to 40° C. and stirred under nitrogen overnight. Concentrated and partitioned between ice/water and heptane, stirred vigorously for 10 min. De... Reaction conditions: time 3 hour. The reactants are NO (Hydroxylamine), C(#N)C=1C=CC(=C(CN(CCC(=O)OC(C)(C)C)C)C1)F (tert-butyl N-(5-cyano-2-fluorobenzyl)-N-methyl-beta-alaninate). Solvent: CCO (EtOH). Run at time 24 hour. Product: NC(C=1C=CC(=C(CN(CCC(=O)OC(C)(C)C)C)C1)F)=NO (tert-butyl N-{5-[amino(hydroxyimino)methyl]-2-fluorobenzyl}-N-methyl-beta-alaninate). As a reaction SMILES: [NH2:1][OH:2].[C:3]([C:5]1[CH:6]=[CH:7][C:8]([F:23])=[C:9]([CH:22]=1)[CH2:10][N:11]([CH3:21])[CH2:12][CH2:13][C:14]([O:16][C:17]([CH3:20])([CH3:19])[CH3:18])=[O:15])#[N:4]>CCO>[NH2:4][C:3](=[N:1][OH:2])[C:5]1[CH:6]=[CH:7][C:8]([F:23])=[C:9]([CH:22]=1)[CH2:10][N:11]([CH3:21])[CH2:12][CH2:13][C:14]([O:16][C:17]([CH3:20])([CH3:18])[CH3:19])=[O:15]. Procedure: Hydroxylamine (50% in water) (513.54 μL; 8.55 mmol; 5 eq.) was added to a solution of tert-butyl N-(5-cyano-2-fluorobenzyl)-N-methyl-beta-alaninate, obtained in step 1 (500 mg; 1.71 mmol; 1 eq.) in EtOH (20 mL) and the resulting mixture was stirred at RT for 24 hours. Solvent was evaporated in vacuo and the resulting oily residue was freeze-dried to afford the title compound as a colourless oil (560 mg; quantitative). 1H NMR (CDCl3) δ 7.74 (dd, J=6.6, 2.2 Hz, 1H), 7.58-7.53 (m, 1H), 7.03 (t, J=9... Reactants: O1C(OCC1)C1N(CCN1)C1=C(C#N)C=CC(=C1)[N+](=O)[O-] (2-(2-[1,3]dioxolan-2-yl-imidazolidin-1-yl)-4-nitro-benzonitrile). Reagents/catalysts: [Pd] (Pd/C). Solvent: C(C)O (ethanol). Run at time 4 hour. Yields the product NC1=CC(=C(C#N)C=C1)N1C(=NC=C1)C1OCCO1 (4-amino-2-(2-[1,3]dioxolan-2-yl-imidazol-1-yl)-benzonitrile). Reaction SMILES: [O:1]1[CH2:5][CH2:4][O:3][CH:2]1[CH:6]1[NH:10][CH2:9][CH2:8][N:7]1[C:11]1[CH:18]=[C:17]([N+:19]([O-])=O)[CH:16]=[CH:15][C:12]=1[C:13]#[N:14]>[Pd].C(O)C>[NH2:19][C:17]1[CH:16]=[CH:15][C:12]([C:13]#[N:14])=[C:11]([N:7]2[CH:8]=[CH:9][N:10]=[C:6]2[CH:2]2[O:3][CH2:4][CH2:5][O:1]2)[CH:18]=1. Procedure: Into a par bottle, 2-(2-[1,3]dioxolan-2-yl-imidazolidin-1-yl)-4-nitro-benzonitrile (8.20 g), ethanol (50 mL) and 10% Pd/C (0.50 g) were added. The reaction mixture was evacuated and charged with hydrogen 3 times. The reaction was shaken at room temperature on the par at 45 psi for 4 hours. The solid was filtered and washed with ethanol. The solvent was concentrated to give 4-amino-2-(2-[1,3]dioxolan-2-yl-imidazol-1-yl)-benzonitrile as an off white solid. 1H-NMR (DMSO-D6, 400 MHz): δ 7.52 (d, 1H)... The reactants are COc1cc([N+](=O)[O-])ccc1OCC(=O)N1CCCC1, CCO. Yields the product COc1cc(N)ccc1OCC(=O)N1CCCC1. RXN SMILES: [CH3:1][O:2][c:3]1[c:4]([O:5][CH2:6][C:7](=[O:8])[N:9]2[CH2:10][CH2:11][CH2:12][CH2:13]2)[cH:14][cH:15][c:16]([N+:18]([O-:19])=[O:20])[cH:17]1.[CH3:21][CH2:22][OH:23]>>[CH3:1][O:2][c:3]1[c:4]([O:5][CH2:6][C:7](=[O:8])[N:9]2[CH2:10][CH2:11][CH2:12][CH2:13]2)[cH:14][cH:15][c:16]([NH2:18])[cH:17]1.